Dataset: the Open Reaction Database (ORD), a public repository of structured organic reaction records. Task: describe an organic reaction: reactants, conditions, products, and yield Reactants: C(C1=CC=CC=C1)OCC(COCC1=CC=CC=C1)=O (1,3-dibenzyloxy-2-propanone), FC(F)(F)[Si](C)(C)C ((trifluoromethyl)trimethylsilane), [F-].C(CCC)[N+](CCCC)(CCCC)CCCC (tetrabutylammonium fluoride). Run in ClCCl (dichloromethane), C1CCOC1 (THF). Conditions: temperature 0 celsius. Product: FC(C(COCC1=CC=CC=C1)(O)COCC1=CC=CC=C1)(F)F (1,1,1-Trifluoro-3-[(phenylmethyl)oxy]-2-{[(phenylmethyl)oxy]methyl}-2-propanol). The yield is 99.3%. Reaction SMILES: [CH2:1]([O:8][CH2:9][C:10](=[O:20])[CH2:11][O:12][CH2:13][C:14]1[CH:19]=[CH:18][CH:17]=[CH:16][CH:15]=1)[C:2]1[CH:7]=[CH:6][CH:5]=[CH:4][CH:3]=1.[F:21][C:22]([Si](C)(C)C)([F:24])[F:23].[F-].C([N+](CCCC)(CCCC)CCCC)CCC>ClCCl.C1COCC1>[F:21][C:22]([F:24])([F:23])[C:10]([CH2:11][O:12][CH2:13][C:14]1[CH:19]=[CH:18][CH:17]=[CH:16][CH:15]=1)([OH:20])[CH2:9][O:8][CH2:1][C:2]1[CH:3]=[CH:4][CH:5]=[CH:6][CH:7]=1 |f:2.3|. Procedure: A mixture of 1,3-dibenzyloxy-2-propanone (2 g) and (trifluoromethyl)trimethylsilane (2.56 ml, 2.3 equivalents) in dichloromethane (20 ml) was stirred and cooled to 0° C. A solution of 1M tetrabutylammonium fluoride in THF (4 ml) was added dropwise over 3 minutes. Initial addition of a few drops gave an exotherm of 10° C. Throughout the addition the batch temperature was maintained below 10° C. After completing the addition the dark brown mixture was stirred at +5° C. for 5 minutes when HPLC anal... Starting materials: CC1(COB(OC1)C1=CC=C(C=C1)C1CN(CC1)C(=O)OC(C)(C)C)C (tert-butyl 3-[4-(5,5-dimethyl-1,3,2-dioxaborinan-2-yl)phenyl]pyrrolidine-1-carboxylate), BrC=1C=C2C(=CNC2=CC1Cl)C=O (5-bromo-6-chloro-1H-indole-3-carbaldehyde), C([O-])([O-])=O.[K+].[K+] (potassium carbonate). Reagents/catalysts: C1=CC=C(C=C1)P([C-]2C=CC=C2)C3=CC=CC=C3.C1=CC=C(C=C1)P([C-]2C=CC=C2)C3=CC=CC=C3.Cl[Pd]Cl.[Fe+2] ([1,1′-bis(diphenylphosphino)ferrocene]dichloropalladium(II)). The solvent is C1(=CC=CC=C1)C (toluene), C(C)O (ethanol). Reaction conditions: temperature 120 celsius. Product: ClC1=C(C=C2C(=CNC2=C1)C=O)C1=CC=C(C=C1)C1CN(CC1)C(=O)OC(C)(C)C (tert-butyl 3-[4-(6-chloro-3-formyl-1H-indol-5-yl)phenyl]pyrrolidine-1-carboxylate). The yield is 39.7%. RXN SMILES: CC1(C)COB([C:8]2[CH:13]=[CH:12][C:11]([CH:14]3[CH2:18][CH2:17][N:16]([C:19]([O:21][C:22]([CH3:25])([CH3:24])[CH3:23])=[O:20])[CH2:15]3)=[CH:10][CH:9]=2)OC1.Br[C:28]1[CH:29]=[C:30]2[C:34](=[CH:35][C:36]=1[Cl:37])[NH:33][CH:32]=[C:31]2[CH:38]=[O:39].C(=O)([O-])[O-].[K+].[K+]>C1(C)C=CC=CC=1.C(O)C.C1C=CC(P(C2C=CC=CC=2)[C-]2C=CC=C2)=CC=1.C1C=CC(P(C2C=CC=CC=2)[C-]2C=CC=C2)=CC=1.Cl[Pd]Cl.[Fe+2]>[Cl:37][C:36]1[CH:35]=[C:34]2[C:30]([C:31]([CH:38]=[O:39])=[CH:32][NH:33]2)=[CH:29][C:28]=1[C:8]1[CH:9]=[CH:10][C:11]([CH:14]2[CH2:18][CH2:17][N:16]([C:19]([O:21][C:22]([CH3:23])([CH3:24])[CH3:25])=[O:20])[CH2:15]2)=[CH:12][CH:13]=1 |f:2.3.4,7.8.9.10|. Reported procedure: To a degassed mixture of tert-butyl 3-[4-(5,5-dimethyl-1,3,2-dioxaborinan-2-yl)phenyl]pyrrolidine-1-carboxylate (85 mg, 0.237 mmol), 5-bromo-6-chloro-1H-indole-3-carbaldehyde (67.3 mg, 0.26 mmol) and 2N aqueous potassium carbonate (0.47 mL, 0.94 mmol) in toluene (1.12 mL) and ethanol (0.38 mL) was added [1,1′-bis(diphenylphosphino)ferrocene]dichloropalladium(II) (17.3 mg, 0.0237 mmol). The reaction mixture was heated to 120° C. in a microwave for 30 min. The reaction mixture was partitioned betw... The reactants are CO, Cc1nn(C(=O)OC(C)(C)C)cc1[N+](=O)[O-]. The product is Cc1nn(C(=O)OC(C)(C)C)cc1N. RXN SMILES: [CH3:17][OH:18].[CH3:1][c:2]1[n:3][n:4]([C:10](=[O:11])[O:12][C:13]([CH3:14])([CH3:15])[CH3:16])[cH:5][c:6]1[N+:7]([O-:8])=[O:9]>>[CH3:1][c:2]1[n:3][n:4]([C:10](=[O:11])[O:12][C:13]([CH3:14])([CH3:15])[CH3:16])[cH:5][c:6]1[NH2:7]. The reactants are Brc1cccc(Cn2ccnn2)n1, [Li]CCCC, C1CCOC1, OCn1nnc2ccccc21. Product: OCC(c1cccc(Br)n1)n1ccnn1. Reaction SMILES: [Br:6][c:7]1[n:8][c:9]([CH2:13][n:14]2[n:15][n:16][cH:17][cH:18]2)[cH:10][cH:11][cH:12]1.[CH2:1]([Li:2])[CH2:3][CH2:4][CH3:5].[CH2:30]1[O:31][CH2:32][CH2:33][CH2:34]1.[n:19]1([CH2:28][OH:29])[c:20]2[cH:21][cH:22][cH:23][cH:24][c:25]2[n:26][n:27]1>>[Br:6][c:7]1[n:8][c:9]([CH:13]([n:14]2[n:15][n:16][cH:17][cH:18]2)[CH2:28][OH:29])[cH:10][cH:11][cH:12]1.